From a dataset of the Open Reaction Database (ORD), a public repository of structured organic reaction records. describe an organic reaction: reactants, conditions, products, and yield Starting materials: BrCC(=O)C=1N=NC(=CC1)NCC(C)(C)C1=CC=C(C=C1)F (2-bromo-1-(6-(2-(4-fluorophenyl)-2-methylpropylamino)pyridazin-3-yl)ethanone), C(C)(=O)NC(=N)N (acetyl guanidine). Run in C(C)#N (acetonitrile). Conditions: temperature 100 celsius. Product: FC1=CC=C(C=C1)C(CNC1=CC=C(N=N1)C=1N=C(NC1)NC(C)=O)(C)C (N-(4-(6-(2-(4-fluorophenyl)-2-methylpropylamino)pyridazin-3-yl)-1H-imidazol-2-yl)acetamide). Yield: 63.3%. RXN SMILES: Br[CH2:2][C:3]([C:5]1[N:6]=[N:7][C:8]([NH:11][CH2:12][C:13]([C:16]2[CH:21]=[CH:20][C:19]([F:22])=[CH:18][CH:17]=2)([CH3:15])[CH3:14])=[CH:9][CH:10]=1)=O.[C:23]([NH:26][C:27]([NH2:29])=[NH:28])(=[O:25])[CH3:24]>C(#N)C>[F:22][C:19]1[CH:20]=[CH:21][C:16]([C:13]([CH3:15])([CH3:14])[CH2:12][NH:11][C:8]2[N:7]=[N:6][C:5]([C:3]3[N:28]=[C:27]([NH:26][C:23](=[O:25])[CH3:24])[NH:29][CH:2]=3)=[CH:10][CH:9]=2)=[CH:17][CH:18]=1. Reported procedure: To a 3 mL microwave reaction vial was added 2-bromo-1-(6-(2-(4-fluorophenyl)-2-methylpropylamino)pyridazin-3-yl)ethanone (125 mg, 0.3 mmol, 1.0 equiv), acetyl guanidine (90 mg, 0.6 mmol, 2.0 equiv) and acetonitrile (2 mL). The reaction was heated in a microwave reactor at 100° C. for 13 min. The reaction was filtered and directly purified by reverse phase column chromatography to afford N-(4-(6-(2-(4-fluorophenyl)-2-methylpropylamino)pyridazin-3-yl)-1H-imidazol-2-yl)acetamide (70 mg) as an white...